Dataset: the Open Reaction Database (ORD), a public repository of structured organic reaction records. Task: describe an organic reaction: reactants, conditions, products, and yield The reactants are Cl.ClCCCN1C=NC=2N(C(N(C(C12)=O)C)=O)C (7-(3-chloropropyl)-3,7-dihydro-1,3-dimethyl-1H-purine-2,6-dione monohydrochloride), N1CCC(CC1)C1=CNC2=CC=CC=C12 (3-(4-piperidinyl)-1H-indol), C([O-])([O-])=O.[Na+].[Na+] (sodium carbonate), [I-].[Na+] (sodium iodide), CC(CC(C)=O)C (4-methyl-2-pentanone). Product: C(\C=C\C(=O)O)(=O)O.N1C=C(C2=CC=CC=C12)C1CCN(CC1)CCCN1C=NC=2N(C(N(C(C12)=O)C)=O)C (3,7-dihydro-7-[3-[4-(1H-indol-3-yl)-1-piperidinyl]propyl]-1,3-dimethyl-1H-purine-2,6-dione (E)-2-butenedioate). The yield is 48.0%. As a reaction SMILES: Cl.Cl[CH2:3][CH2:4][CH2:5][N:6]1[C:14]2[C:13](=[O:15])[N:12]([CH3:16])[C:11](=[O:17])[N:10]([CH3:18])[C:9]=2[N:8]=[CH:7]1.[NH:19]1[CH2:24][CH2:23][CH:22]([C:25]2[C:33]3[C:28](=[CH:29][CH:30]=[CH:31][CH:32]=3)[NH:27][CH:26]=2)[CH2:21][CH2:20]1.[C:34](=O)([O-:36])[O-:35].[Na+].[Na+].[I-].[Na+].CC(C)CC(=[O:47])C>>[C:34]([OH:36])(=[O:35])/[CH:9]=[CH:14]/[C:13]([OH:15])=[O:47].[NH:27]1[C:28]2[C:33](=[CH:32][CH:31]=[CH:30][CH:29]=2)[C:25]([CH:22]2[CH2:23][CH2:24][N:19]([CH2:3][CH2:4][CH2:5][N:6]3[C:14]4[C:13](=[O:15])[N:12]([CH3:16])[C:11](=[O:17])[N:10]([CH3:18])[C:9]=4[N:8]=[CH:7]3)[CH2:20][CH2:21]2)=[CH:26]1 |f:0.1,3.4.5,6.7,9.10|. Procedure details: A mixture of 4.5 parts of 7-(3-chloropropyl)-3,7-dihydro-1,3-dimethyl-1H-purine-2,6-dione monohydrochloride, 3 parts of 3-(4-piperidinyl)-1H-indol, 8 parts of sodium carbonate, 0.1 parts of sodium iodide and 240 parts of 4-methyl-2-pentanone was stirred and refluxed for 20 hours. The whole was filtered while hot and the filtrate was evaporated. The residue was purified by column chromatography over silica gel using a mixture of trichloromethane and methanol (92:8 by volume) as eluent. The pure f...